This data is from the Open Reaction Database (ORD), a public repository of structured organic reaction records. The task is: describe an organic reaction: reactants, conditions, products, and yield The reactants are C1CCOC1, CC(C)(C)[O-], [K+], [OH-], [OH-], [Pd+2], O=C1NC(=O)C(c2cn3c4c(cccc24)CCC3)=C1c1c[nH]c2ccccc12. Yields the product O=C1NC(=O)C(c2cn3c4c(cccc24)CCC3)C1c1c[nH]c2ccccc12. Reaction SMILES: [CH2:38]1[O:39][CH2:40][CH2:41][CH2:42]1.[CH3:29][C:30]([CH3:31])([O-:32])[CH3:33].[K+:34].[OH-:35].[OH-:37].[Pd+2:36].[c:1]1([C:13]2=[C:17]([c:18]3[cH:19][nH:20][c:21]4[cH:22][cH:23][cH:24][cH:25][c:26]34)[C:16](=[O:27])[NH:15][C:14]2=[O:28])[cH:2][n:3]2[c:12]3[c:7]([cH:8][cH:9][cH:10][c:11]13)[CH2:6][CH2:5][CH2:4]2>>[c:1]1([CH:13]2[C:14](=[O:28])[NH:15][C:16](=[O:27])[CH:17]2[c:18]2[cH:19][nH:20][c:21]3[cH:22][cH:23][cH:24][cH:25][c:26]23)[cH:2][n:3]2[c:12]3[c:7]([cH:8][cH:9][cH:10][c:11]13)[CH2:6][CH2:5][CH2:4]2. The reactants are N1[C@H](COCC1)CO ((S)-morpholin-3-yl-methanol), ClC1=CC(=C(C(=N1)SCC)C(=O)NCC1=CC(=CC=C1)F)C (6-chloro-2-ethylsulfanyl-N-[(3-fluorophenyl)-methyl]-4-methyl-pyridine-3-carboxylic acid amide), C[Si](Cl)(C)C (trimethylchlorosilane), C(=O)(O)[O-].[Na+] (NaHCO3), Cl (hydrochlorid), C[Si](N[Si](C)(C)C)(C)C (1,1,1,3,3,3 hexamethyldisilazane), C[Si](Cl)(C)C (trimethylchlorosilane), CCN(C(C)C)C(C)C (DIPEA). Run in C1CCOC1 (THF), CN1CCCC1=O (NMP). Run at time 1 hour. The product is C(C)SC1=NC(=CC(=C1C(=O)NCC1=CC(=CC=C1)F)C)N1[C@H](COCC1)CO (2-Ethylsulfanyl-N-[(3-fluorophenyl)-methyl]-6-[(3S)-3-(hydroxymethyl)-morpholin-4-yl]-4-methyl-pyridine-3-carboxylic acid amide). Isolated yield 13.1%. RXN SMILES: [NH:1]1[CH2:6][CH2:5][O:4][CH2:3][C@@H:2]1[CH2:7][OH:8].C[Si](C)(C)N[Si](C)(C)C.C[Si](C)(C)Cl.Cl[C:24]1[N:29]=[C:28]([S:30][CH2:31][CH3:32])[C:27]([C:33]([NH:35][CH2:36][C:37]2[CH:42]=[CH:41][CH:40]=[C:39]([F:43])[CH:38]=2)=[O:34])=[C:26]([CH3:44])[CH:25]=1.CCN(C(C)C)C(C)C.Cl.C([O-])(O)=O.[Na+]>C1COCC1.CN1C(=O)CCC1>[CH2:31]([S:30][C:28]1[C:27]([C:33]([NH:35][CH2:36][C:37]2[CH:42]=[CH:41][CH:40]=[C:39]([F:43])[CH:38]=2)=[O:34])=[C:26]([CH3:44])[CH:25]=[C:24]([N:1]2[CH2:6][CH2:5][O:4][CH2:3][C@@H:2]2[CH2:7][OH:8])[N:29]=1)[CH3:32] |f:6.7|. Reported procedure: To a cooled (ice-bath) solution of 450 mg (1.32 mmol) (S)-morpholin-3-yl-methanol in THF (5 ml) were added at 0° C. 570 μl (2.78 mmol) 1,1,1,3,3,3 hexamethyldisilazane and 33 μl (0.26 mmol) trimethylchlorosilane. The mixture was then stirred at RT for 1 h. Then another 33 μl (0.26 mmol) trimethylchlorosilane was added and stirring was continued at RT for 1 h followed by concentration in vacuo. The residue, 450 mg (1.3 mmol) 6-chloro-2-ethylsulfanyl-N-[(3-fluorophenyl)-methyl]-4-methyl-pyridine-3... The reactants are C([O-])(O)=O.[Na+] (sodium bicarbonate), C[C@H](C(=O)OC)[C@@H](\C=C/C)C1=CC=C(C=C1)OCC1=CC=CC=C1 (Methyl (2S,3R,4Z)-2-methyl-3-(4-((phenylmethyl)oxy)phenyl)-4-hexenoate), ClB(Cl)Cl (trichloroborane), CSC (dimethylsulfane). The solvent is C(Cl)Cl (DCM), CCOC(=O)C (EtOAc). Run at temperature 0 celsius, time 5 minute. The product is OC1=CC=C(C=C1)[C@@H]([C@@H](C(=O)OC)C)\C=C/C (Methyl (2S,3R,4Z)-3-(4-hydroxyphenyl)-2-methyl-4-hexenoate). RXN SMILES: [CH3:1][C@@H:2]([C@H:7]([C:11]1[CH:16]=[CH:15][C:14]([O:17]CC2C=CC=CC=2)=[CH:13][CH:12]=1)/[CH:8]=[CH:9]\[CH3:10])[C:3]([O:5][CH3:6])=[O:4].ClB(Cl)Cl.CSC.C(=O)(O)[O-].[Na+]>C(Cl)Cl.CCOC(C)=O>[OH:17][C:14]1[CH:13]=[CH:12][C:11]([C@H:7](/[CH:8]=[CH:9]\[CH3:10])[C@H:2]([CH3:1])[C:3]([O:5][CH3:6])=[O:4])=[CH:16][CH:15]=1 |f:3.4|. Procedure: A reaction mixture of (2S,3R,Z)-methyl 3-(4-(benzyloxy)phenyl)-2-methylhex-4-enoate 41.2 (0.45 g, 1.4 mmol), trichloroborane (0.99 g, 8.5 mmol) and dimethylsulfane (0.53 g, 8.5 mmol) in DCM (10.0 mL) was stirred at 0° C. for 5 minutes and then at room temperature for 7 hours. A saturated solution of sodium bicarbonate was added slowly at 0° C. to reach a pH of 6.5. EtOAc was added, and the organic layer was washed with brine (2×25 mL) and dried with Na2SO4. The product was purified by reverse ph... The reactants are C1(=CC=C(C=C1)S(=O)O)C (p-toluenesulfinic acid), [Li] (lithium), S(=O)(=O)(O)CCNC(CBr)=O (N-(2-sulfoethyl)-2-bromoacetamide), [Li] (lithium), O (water), [Li] (lithium), [Li] (lithium). The solvent is C(C)O (ethyl alcohol). Reaction conditions: time 4 hour. Yields the product CC1=CC=C(C=C1)S(=O)(=O)CC(=O)NCCS(=O)(=O)O (2-(4-methylphenyl)sulfonyl-N-(2-sulfoethyl)acetamide). Yield: 89.0%. As a reaction SMILES: [C:1]1([CH3:10])[CH:6]=[CH:5][C:4]([S:7]([OH:9])=[O:8])=[CH:3][CH:2]=1.[Li].[S:12]([CH2:16][CH2:17][NH:18][C:19](=[O:22])[CH2:20]Br)([OH:15])(=[O:14])=[O:13].O>C(O)C>[CH3:10][C:1]1[CH:6]=[CH:5][C:4]([S:7]([CH2:20][C:19]([NH:18][CH2:17][CH2:16][S:12]([OH:15])(=[O:14])=[O:13])=[O:22])(=[O:9])=[O:8])=[CH:3][CH:2]=1 |^1:10|. Reported procedure: To a 5-liter flask equipped with a mechanical stirrer and reflux condenser was added p-toluenesulfinic acid, lithium salt (308.57 g), N-(2-sulfoethyl)-2-bromoacetamide, lithium salt (527.39 g), water (180 ml), and ethyl alcohol (3380 ml). The resulting suspension was heated to reflux. After about an hour of reflux, nearly all of the reactants had dissolved. Reflux was continued another four hours, and the solution was filtered hot through a Celite pad to remove some haziness. The solution was co... Reactants: C(C)(C)(C)OC(NC1=C(C=C(C=C1)C1=C(C=CC=C1)F)NC(CC(C1=CC(=CC=C1)C=1C=NC=NC1)=O)=O)=O ({2′-fluoro-3-[3-oxo-3-(3-pyrimidin-5-yl-phenyl)-propionylamino]-biphenyl-4-yl}-carbamic acid tert-butyl ester), C(=O)(C(F)(F)F)O (TFA). Solvent: C(Cl)Cl (CH2Cl2). Product: FC1=C(C=CC=C1)C=1C=CC2=C(NC(CC(=N2)C2=CC(=CC=C2)C=2C=NC=NC2)=O)C1 (8-(2-Fluoro-phenyl)-4-(3-pyrimidin-5-yl-phenyl)-1,3-dihydro-benzo[b][1,4]diazepin-2-one), solid. The yield is 71.0%. As a reaction SMILES: C(OC(=O)[NH:7][C:8]1[CH:13]=[CH:12][C:11]([C:14]2[CH:19]=[CH:18][CH:17]=[CH:16][C:15]=2[F:20])=[CH:10][C:9]=1[NH:21][C:22](=[O:38])[CH2:23][C:24](=O)[C:25]1[CH:30]=[CH:29][CH:28]=[C:27]([C:31]2[CH:32]=[N:33][CH:34]=[N:35][CH:36]=2)[CH:26]=1)(C)(C)C.C(O)(C(F)(F)F)=O>C(Cl)Cl>[F:20][C:15]1[CH:16]=[CH:17][CH:18]=[CH:19][C:14]=1[C:11]1[CH:12]=[CH:13][C:8]2[N:7]=[C:24]([C:25]3[CH:30]=[CH:29][CH:28]=[C:27]([C:31]4[CH:36]=[N:35][CH:34]=[N:33][CH:32]=4)[CH:26]=3)[CH2:23][C:22](=[O:38])[NH:21][C:9]=2[CH:10]=1. Procedure details: The title compound was prepared from {2′-fluoro-3-[3-oxo-3-(3-pyrimidin-5-yl-phenyl)-propionylamino]-biphenyl-4-yl}-carbamic acid tert-butyl ester (Example M96) (0.42 g, 0.80 mmol) by treatment with TFA in CH2Cl2 according to the general procedure N. Obtained as a light yellow solid (230 mg, 71%).